This data is from the Open Reaction Database (ORD), a public repository of structured organic reaction records. The task is: describe an organic reaction: reactants, conditions, products, and yield Starting materials: NC1=CC(=NN1C1=C(C=C(C=C1Cl)C(F)(F)F)Cl)C(F)(F)F (5-amino-1-(2,6-dichloro-4-trifluoromethylphenyl)-3-trifluoromethylpyrazole), [N+](=O)(O)[O-] (nitric acid). Run in C(C)(=O)OCC (ethyl acetate), CCCCCC (hexane), S(O)(O)(=O)=O (sulphuric acid). Product: NC1=C(C(=NN1C1=C(C=C(C=C1Cl)C(F)(F)F)Cl)C(F)(F)F)[N+](=O)[O-] (5-amino-1-(2,6-dichloro-4-trifluoromethylphenyl)-4-nitro-3-trifluoromethylpyrazole). Reaction SMILES: [NH2:1][C:2]1[N:6]([C:7]2[C:12]([Cl:13])=[CH:11][C:10]([C:14]([F:17])([F:16])[F:15])=[CH:9][C:8]=2[Cl:18])[N:5]=[C:4]([C:19]([F:22])([F:21])[F:20])[CH:3]=1.[N+:23]([O-])([OH:25])=[O:24]>S(=O)(=O)(O)O.C(OCC)(=O)C.CCCCCC>[NH2:1][C:2]1[N:6]([C:7]2[C:8]([Cl:18])=[CH:9][C:10]([C:14]([F:15])([F:16])[F:17])=[CH:11][C:12]=2[Cl:13])[N:5]=[C:4]([C:19]([F:22])([F:21])[F:20])[C:3]=1[N+:23]([O-:25])=[O:24]. Procedure details: A solution of 5-amino-1-(2,6-dichloro-4-trifluoromethylphenyl)-3-trifluoromethylpyrazole (3.0 g) in concentrated sulphuric acid (10 ml) at 0° C. was treated with fuming nitric acid (9 ml) during 15 minutes, keeping the temperature at 5°-15° C. After 30 minutes the mixture was poured onto excess ice, and the precipitated solid was filtered off and dissolved in ethyl acetate. After drying over anhydrous magnesium sulphate, filtration, and evaporation in vacuo a brown oil was obtained. This oil was... The reactants are O=C(NCCBr)c1ccccc1[N+](=O)[O-], CN(C)C=O, O=C1NCN(c2ccccc2)C12CCNCC2. Yields the product Br, O=C(NCCN1CCC2(CC1)C(=O)NCN2c1ccccc1)c1ccccc1[N+](=O)[O-]. RXN SMILES: [Br:1][CH2:2][CH2:3][NH:4][C:5]([c:6]1[c:7]([N+:12](=[O:13])[O-:14])[cH:8][cH:9][cH:10][cH:11]1)=[O:15].[CH3:33][N:34]([CH3:35])[CH:36]=[O:37].[c:16]1([N:22]2[CH2:23][NH:24][C:25](=[O:32])[C:26]23[CH2:27][CH2:28][NH:29][CH2:30][CH2:31]3)[cH:17][cH:18][cH:19][cH:20][cH:21]1>>[BrH:1].[CH2:2]([CH2:3][NH:4][C:5]([c:6]1[c:7]([N+:12](=[O:13])[O-:14])[cH:8][cH:9][cH:10][cH:11]1)=[O:15])[N:29]1[CH2:28][CH2:27][C:26]2([N:22]([c:16]3[cH:17][cH:18][cH:19][cH:20][cH:21]3)[CH2:23][NH:24][C:25]2=[O:32])[CH2:31][CH2:30]1. Starting materials: CC1(C(=O)O)CC1, CCN=C=NCCCN(C)C, CCN(C(C)C)C(C)C, Cl, CC(C)(C)OC(=O)N1CCC(Cc2n[nH]c(=O)n2-c2ccc(-c3ccc4cccnc4c3)cc2F)C1, C1COCCO1, On1nnc2ccccc21. Yields the product CC1(C(=O)N2CCC(Cc3n[nH]c(=O)n3-c3ccc(-c4ccc5cccnc5c4)cc3F)C2)CC1. As a reaction SMILES: [CH3:37][C:38]1([C:41]([OH:42])=[O:43])[CH2:39][CH2:40]1.[CH3:55][N:56]([CH3:57])[CH2:58][CH2:59][CH2:60][N:61]=[C:62]=[N:63][CH2:64][CH3:65].[CH:66]([N:67]([CH2:68][CH3:69])[CH:70]([CH3:71])[CH3:72])([CH3:73])[CH3:74].[ClH:54].[F:1][c:2]1[c:3](-[n:18]2[c:19]([CH2:24][CH:25]3[CH2:26][N:27]([C:30](=[O:31])[O:32][C:33]([CH3:34])([CH3:35])[CH3:36])[CH2:28][CH2:29]3)[n:20][nH:21][c:22]2=[O:23])[cH:4][cH:5][c:6](-[c:8]2[cH:9][cH:10][c:11]3[cH:12][cH:13][cH:14][n:15][c:16]3[cH:17]2)[cH:7]1.[O:75]1[CH2:76][CH2:77][O:78][CH2:79][CH2:80]1.[OH:44][n:45]1[c:46]2[cH:47][cH:48][cH:49][cH:50][c:51]2[n:52][n:53]1>>[F:1][c:2]1[c:3](-[n:18]2[c:19]([CH2:24][CH:25]3[CH2:26][N:27]([C:30](=[O:31])[C:38]4([CH3:37])[CH2:39][CH2:40]4)[CH2:28][CH2:29]3)[n:20][nH:21][c:22]2=[O:23])[cH:4][cH:5][c:6](-[c:8]2[cH:9][cH:10][c:11]3[cH:12][cH:13][cH:14][n:15][c:16]3[cH:17]2)[cH:7]1. Reactants: C#CCN=C(NC#N)SC, [Cl-], Cl, NCCS, [Na+], [Na+], CN(C)C=O, [OH-], Oc1ccc(O)cc1. Yields the product C#CCNC(=NCCS)NC#N. As a reaction SMILES: [C:6](#[N:7])[NH:8][C:9]([S:10][CH3:11])=[N:12][CH2:13][C:14]#[CH:15].[Cl-:27].[ClH:1].[NH2:2][CH2:3][CH2:4][SH:5].[Na+:25].[Na+:26].[O:28]=[CH:29][N:30]([CH3:31])[CH3:32].[OH-:24].[OH:16][c:17]1[cH:18][cH:19][c:20]([OH:21])[cH:22][cH:23]1>>[N:2]([CH2:3][CH2:4][SH:5])=[C:9]([NH:8][C:6]#[N:7])[NH:12][CH2:13][C:14]#[CH:15].